From a dataset of the Open Reaction Database (ORD), a public repository of structured organic reaction records. describe an organic reaction: reactants, conditions, products, and yield Reported procedure: As described for example 11c, 4-ethynyl-5-methyl-3-phenyl-isoxazole (92 mg, 0.50 mmol) was converted [using 2-iodo-1-methyl-5-phenyl-1H-imidazole (prepared from 1-methyl-5-phenyl-1H-imidazole according to J. Org. Chem. (43) 4381, 1978) instead of 2-chloro-4-iodopyridine] to the title compound (SiO2, heptane:ethyl acetate=95:5 to 0:100, 88 mg, 52%) which was obtained as a light brown solid. MS: m/e=340.2 [M+H]+. The reactants are C(#C)C=1C(=NOC1C)C1=CC=CC=C1 (4-ethynyl-5-methyl-3-phenyl-isoxazole), IC=1N(C(=CN1)C1=CC=CC=C1)C (2-iodo-1-methyl-5-phenyl-1H-imidazole). RXN SMILES: [C:1]([C:3]1[C:4]([C:9]2[CH:14]=[CH:13][CH:12]=[CH:11][CH:10]=2)=[N:5][O:6][C:7]=1[CH3:8])#[CH:2].I[C:16]1[N:17]([CH3:27])[C:18]([C:21]2[CH:26]=[CH:25][CH:24]=[CH:23][CH:22]=2)=[CH:19][N:20]=1>>[CH3:8][C:7]1[O:6][N:5]=[C:4]([C:9]2[CH:14]=[CH:13][CH:12]=[CH:11][CH:10]=2)[C:3]=1[C:1]#[C:2][C:16]1[N:17]([CH3:27])[C:18]([C:21]2[CH:26]=[CH:25][CH:24]=[CH:23][CH:22]=2)=[CH:19][N:20]=1. Isolated yield 52.0%. The product is CC1=C(C(=NO1)C1=CC=CC=C1)C#CC=1N(C(=CN1)C1=CC=CC=C1)C (5-Methyl-4-(1-methyl-5-phenyl-1H-imidazol-2-ylethynyl)-3-phenyl-isoxazole). Reactants: O=O (Singlet oxygen), [H-].[Al+3].[Li+].[H-].[H-].[H-] (lithium aluminum hydride), C(C)(=O)NC(CCCCCCCCCCCC)C1=C(OC=C1)[Si](CC)(CC)CC (3-(1-acetamido tridecyl)-2-triethylsilylfuran), [BH4-].[Na+] (sodium borohydride), CC(=O)OCC1=C2C=CC=CC2=C(C3=CC=CC=C31)COC(=O)C (acetic), C(C)(=O)NC(CCCCCCCCCCCC)C1=C(OC=C1)[Si](CC)(CC)CC (3-(1-acetamido tridecyl)-2-triethylsilylfuran), amide. Product: C(C)(=O)NC(CCCCCCCCCCCC)C=1C(OCC1)=O (3-(1-acetamidotridecyl)-2(5H)-furanone). RXN SMILES: [H-].[Al+3].[Li+].[H-].[H-].[H-].CC(OCC1C2C(=CC=CC=2)C(COC(C)=O)=C2C=1C=CC=C2)=[O:9].[C:31]([NH:34][CH:35]([C:48]1[CH:52]=[CH:51][O:50][C:49]=1[Si](CC)(CC)CC)[CH2:36][CH2:37][CH2:38][CH2:39][CH2:40][CH2:41][CH2:42][CH2:43][CH2:44][CH2:45][CH2:46][CH3:47])(=[O:33])[CH3:32].O=O.[BH4-].[Na+]>>[C:31]([NH:34][CH:35]([C:48]1[C:49](=[O:9])[O:50][CH2:51][CH:52]=1)[CH2:36][CH2:37][CH2:38][CH2:39][CH2:40][CH2:41][CH2:42][CH2:43][CH2:44][CH2:45][CH2:46][CH3:47])(=[O:33])[CH3:32] |f:0.1.2.3.4.5,9.10|. Reported procedure: Reacting 3-(1-hydroxytridecyl)-2-triethylsilylfuran (Compound 20) with diphenylphosphoryl azide and diethyl azidocarboxylate gives 3-(1-azidotridecyl)-2-triethylsilylfuran (Compound 24). Reducing this intermediate with lithium aluminum hydride, followed by acetylation with acetic anhydide gives 3-(1-acetamido tridecyl)-2-triethylsilylfuran (Compound 25). Singlet oxygen oxidation of this amide, under conditions as in Example 1, followed by reduction with sodium borohydride gives 3-(1-acetamidotri... The reactants are CCNCC, CC(=O)C1CCC2C3CCC4CC(O)CCC4(C)C3C(OC(=O)CI)CC12C. The product is CCN(CC)CC(=O)OC1CC2(C)C(C(C)=O)CCC2C2CCC3CC(O)CCC3(C)C12. Reaction SMILES: [CH2:29]([CH3:30])[NH:31][CH2:32][CH3:33].[OH:1][CH:2]1[CH2:3][CH:4]2[CH2:5][CH2:6][CH:7]3[CH:8]4[CH2:9][CH2:10][CH:11]([C:12]([CH3:13])=[O:14])[C:15]4([CH3:28])[CH2:16][CH:17]([O:23][C:24]([CH2:25][I:26])=[O:27])[CH:18]3[C:19]2([CH3:22])[CH2:20][CH2:21]1>>[OH:1][CH:2]1[CH2:3][CH:4]2[CH2:5][CH2:6][CH:7]3[CH:8]4[CH2:9][CH2:10][CH:11]([C:12]([CH3:13])=[O:14])[C:15]4([CH3:28])[CH2:16][CH:17]([O:23][C:24]([CH2:25][N:31]([CH2:29][CH3:30])[CH2:32][CH3:33])=[O:27])[CH:18]3[C:19]2([CH3:22])[CH2:20][CH2:21]1. The reactants are ClCCCl, CN(C)c1cccc2c1C(=O)NS2(=O)=O, [Cl-], C[Si](C)(C)Cl. Yields the product CN(C)c1cccc2c1C(=O)N(CCl)S2(=O)=O. As a reaction SMILES: [CH2:22]([Cl:23])[CH2:24][Cl:25].[CH3:1][N:2]([c:3]1[c:4]2[c:10]([cH:11][cH:12][cH:13]1)[S:7](=[O:8])(=[O:9])[NH:6][C:5]2=[O:14])[CH3:15].[Cl-:21].[Cl:16][Si:17]([CH3:18])([CH3:19])[CH3:20]>>[CH3:1][N:2]([c:3]1[c:4]2[c:10]([cH:11][cH:12][cH:13]1)[S:7](=[O:8])(=[O:9])[N:6]([CH2:18][Cl:21])[C:5]2=[O:14])[CH3:15]. Reactants: ClCl (chlorine), ( 494.04 ), CC=1C=C(C(=O)O)C=CC1C(=O)N1CCCC1 (3-methyl-4-(pyrrolidin-1-ylcarbonyl)benzoic acid), CN(C)C(=[N+](C)C)ON1C2=C(C=CC=C2)N=N1.[B-](F)(F)(F)F (TBTU), C(C)(C)N(CC)C(C)C (diisopropylethylamine), ClC1=CC2=C(NC(=N2)C(CN2CCCCC2)N)C=C1 (rac.-1-(5-chloro-1H-benzimidazol-2-yl)-2-(piperidin-1-yl)-ethylamine). Solvent: ClCCl.C(C)O (dichloromethane ethanol), O1CCCC1 (tetrahydrofuran). The product is ClC1=CC2=C(NC(=N2)C(CN2CCCCC2)NC(C2=CC(=C(C=C2)C(=O)N2CCCC2)C)=O)C=C1 (rac.-N-[1-(5-chloro-1H-benzimidazol-2-yl)-2-(piperdin-1-yl)ethyl]-3-methyl-4-(pyrrolidin-1-ylcarbonyl)benzamide). The yield is 41.0%. As a reaction SMILES: [CH3:1][C:2]1[CH:3]=[C:4]([CH:8]=[CH:9][C:10]=1[C:11]([N:13]1[CH2:17][CH2:16][CH2:15][CH2:14]1)=[O:12])[C:5]([OH:7])=O.CN(C(ON1N=NC2C=CC=CC1=2)=[N+](C)C)C.[B-](F)(F)(F)F.C(N(C(C)C)CC)(C)C.[Cl:49][C:50]1[CH:67]=[CH:66][C:53]2[NH:54][C:55]([CH:57]([NH2:65])[CH2:58][N:59]3[CH2:64][CH2:63][CH2:62][CH2:61][CH2:60]3)=[N:56][C:52]=2[CH:51]=1.ClCl>O1CCCC1.ClCCl.C(O)C>[Cl:49][C:50]1[CH:67]=[CH:66][C:53]2[NH:54][C:55]([CH:57]([NH:65][C:5](=[O:7])[C:4]3[CH:8]=[CH:9][C:10]([C:11]([N:13]4[CH2:17][CH2:16][CH2:15][CH2:14]4)=[O:12])=[C:2]([CH3:1])[CH:3]=3)[CH2:58][N:59]3[CH2:64][CH2:63][CH2:62][CH2:61][CH2:60]3)=[N:56][C:52]=2[CH:51]=1 |f:1.2,7.8|. Reported procedure: Prepared analogously to Example 1g from 3-methyl-4-(pyrrolidin-1-ylcarbonyl)benzoic acid, TBTU, diisopropylethylamine, and rac.-1-(5-chloro-1H-benzimidazol-2-yl)-2-(piperidin-1-yl)-ethylamine in tetrahydrofuran. Yield: 41%; Rf value: 0.56 (silica gel; dichloromethane/ethanol=9:1); Cl27H32ClN5O2 (494.04); mass spectrum: (M+H)+=494/496 (chlorine isotope). As a reaction SMILES: [C:1]1([C:7]2[CH:8]=[C:9]3[NH:15][C:14]([CH2:16][CH2:17][C:18]4[CH:24]=[CH:23][C:21]([NH2:22])=[CH:20][CH:19]=4)=[N:13][C:10]3=[N:11][CH:12]=2)[CH:6]=[CH:5][CH:4]=[CH:3][CH:2]=1.[C:25](OC(=O)C)(=[O:27])[CH3:26].C([O-])(=O)C.[NH4+]>N1C=CC=CC=1>[C:1]1([C:7]2[CH:8]=[C:9]3[NH:15][C:14]([CH2:16][CH2:17][C:18]4[CH:19]=[CH:20][C:21]([NH:22][C:25](=[O:27])[CH3:26])=[CH:23][CH:24]=4)=[N:13][C:10]3=[N:11][CH:12]=2)[CH:2]=[CH:3][CH:4]=[CH:5][CH:6]=1 |f:2.3|. Yields the product C1(=CC=CC=C1)C=1C=C2C(=NC1)N=C(N2)CCC2=CC=C(C=C2)NC(C)=O (N-(4-(2-(6-phenyl-1H-imidazo[4,5-b]pyridin-2-yl)ethyl)phenyl)acetamide). Solvent: N1=CC=CC=C1 (pyridine). The reactants are aqueous solution, C1(=CC=CC=C1)C=1C=C2C(=NC1)N=C(N2)CCC2=CC=C(N)C=C2 (4-(2-(6-phenyl-1H-imidazo[4,5-b]pyridin-2-yl)ethyl)aniline), Compound, C(C)(=O)OC(C)=O (acetic anhydride), C(C)(=O)[O-].[NH4+] (ammonium acetate). Reported procedure: A solution of 4-(2-(6-phenyl-1H-imidazo[4,5-b]pyridin-2-yl)ethyl)aniline (Compound of Example 589) (25 mg) and acetic anhydride (0.01 ml) in pyridine was stirred at room temperature for 6 hours, and the reaction mixture was poured onto ice. The mixture was neutralized with a 5% aqueous solution of ammonium acetate and extracted with ethyl acetate. The organic layer was washed with water and dried over Na2SO4. The solvent was distilled off and the resulting crystals were collected by filtration t... Yield: 78.0%. Reactants: [C@@H]([C@H](C(=O)[O-])O)(C(=O)[O-])O.[Na+].[K+] (Rochelle salt), COC(CCC=1N=CN(C1)C(C1=CC=CC=C1)(C1=CC=CC=C1)C1=CC=CC=C1)=O (3-(1-Trityl-1H-imidazol-4-yl)propionic acid methyl ester), C1(=CC=CC=C1)C (toluene), CC(C)C[AlH]CC(C)C (DIBAL). The solvent is CO (MeOH), C(Cl)Cl (DCM). Reaction conditions: temperature -78 celsius. Product: aldehyde, C(C1=CC=CC=C1)(C1=CC=CC=C1)(C1=CC=CC=C1)N1C=NC(=C1)CCC=O (3-(1-trityl-1H-imidazol-4-yl)propionaldehyde). RXN SMILES: C[O:2][C:3](=O)[CH2:4][CH2:5][C:6]1[N:7]=[CH:8][N:9]([C:11]([C:24]2[CH:29]=[CH:28][CH:27]=[CH:26][CH:25]=2)([C:18]2[CH:23]=[CH:22][CH:21]=[CH:20][CH:19]=2)[C:12]2[CH:17]=[CH:16][CH:15]=[CH:14][CH:13]=2)[CH:10]=1.C1(C)C=CC=CC=1.CC(C[AlH]CC(C)C)C.[C@H](O)(C([O-])=O)[C@@H](O)C([O-])=O.[Na+].[K+]>C(Cl)Cl.CO>[C:11]([N:9]1[CH:10]=[C:6]([CH2:5][CH2:4][CH:3]=[O:2])[N:7]=[CH:8]1)([C:24]1[CH:25]=[CH:26][CH:27]=[CH:28][CH:29]=1)([C:18]1[CH:19]=[CH:20][CH:21]=[CH:22][CH:23]=1)[C:12]1[CH:17]=[CH:16][CH:15]=[CH:14][CH:13]=1 |f:3.4.5|. Procedure: 3-(1-Trityl-1H-imidazol-4-yl)propionic acid methyl ester (7.75 g, 19.5 mmol), J. Org. Chem. 2000, 65, 2229-2230, is dissolved in DCM (300 mL) and cooled to −78° C. To this is added a toluene solution of DIBAL (21.0 mL, 1.5 M). After 2 h MeOH (20 mL) is added followed by saturated aqueous Rochelle salt solution (50 mL). The mixture is partitioned between DCM and saturated aqueous Rochelle salt solution. The organic phase is dried (Na2SO4) and evaporated. The crude residue is purified via flash co...